Task: describe an organic reaction: reactants, conditions, products, and yield. Dataset: the Open Reaction Database (ORD), a public repository of structured organic reaction records The reactants are O=C1CCSc2cc(Br)ccc21, CC[SiH](CC)CC, O, O=C(O)C(F)(F)F. The product is Brc1ccc2c(c1)SCCC2. As a reaction SMILES: [Br:1][c:2]1[cH:3][cH:4][c:5]2[c:10]([cH:11]1)[S:9][CH2:8][CH2:7][C:6]2=[O:12].[CH2:13]([SiH:14]([CH2:15][CH3:16])[CH2:17][CH3:18])[CH3:19].[OH2:20].[OH:21][C:22]([C:23]([F:24])([F:25])[F:26])=[O:27]>>[Br:1][c:2]1[cH:3][cH:4][c:5]2[c:10]([cH:11]1)[S:9][CH2:8][CH2:7][CH2:6]2. Reactants: C1(CCC(=O)O1)=O (succinic anhydride), C(C)(=O)NC1=CC=CC=C1 (acetanilide), OC=1C=CC=C2C=CC=NC12 (8-hydroxyquinoline), C(=O)(N)N.OO (urea peroxide), OO (hydrogen peroxide). Yields the product C(=O)(N)N.OO.OCC(O)CO (Urea Peroxide Glycerine). As a reaction SMILES: [C:1]([NH2:4])([NH2:3])=[O:2].[OH:5][OH:6].C1(=O)[O:12][C:10](=O)[CH2:9]C1.C(NC1C=CC=CC=1)(=[O:16])C.OC1C=CC=C2C=1N=CC=C2.OO>>[C:1]([NH2:4])([NH2:3])=[O:2].[OH:5][OH:6].[OH:16][CH2:9][CH:10]([CH2:1][OH:2])[OH:12] |f:0.1,6.7.8|. Reported procedure: The stabilities of further test formulations prepared in the same manner as described above, containing 6.5% urea peroxide, and 0.5% added succinic anhydride (Example 9), 0.5% acetanilide (Control D) and 0.5% 8-hydroxyquinoline (Control E) were compared by storage for varying periods at 40° C. and measurement of the residual hydrogen peroxide contents as aforesaid. The following results were obtained: The reactants are 9, [Na] (sodium), CC(C)(C)S (2-methyl-2-propanethiol), [H-].[Na+] (sodium hydride). Solvent: O1CCCC1 (tetrahydrofuran), C1CCOC1 (THF), O (H2O). Reaction conditions: temperature 0 celsius, time 18 hour. Product: C(C)(C)(C)SC(C)(C)C (t-butyl thioether). RXN SMILES: [Na].[CH3:2][C:3]([SH:6])([CH3:5])[CH3:4].[H-].[Na+]>C1COCC1.O>[C:3]([S:6][C:3]([CH3:5])([CH3:4])[CH3:2])([CH3:5])([CH3:4])[CH3:2] |f:2.3,^1:0|. Procedure: To a 50 mL round bottom flask containing 0.9 grams (8.82 mmole) of the sodium salt of 2-methyl-2-propanethiol was added 0.25 grams of sodium hydride (11.3 mmole) and the resulting mixture placed under vacuum and then under a nitrogen atmosphere. To the mixture was then added 15 mL of anhydrous tetrahydrofuran and the mixture cooled to 0° C. To the cooled mixture was added 1.5 grams (5.84 mmole) of 9 dissolved in 15 mL of anhydrous THF over a period of 10 minutes. After addition, the reaction mix... The yield is 56.8%. RXN SMILES: [CH3:1][C:2]1[CH:3]=[C:4]([CH:26]=[CH:27][C:28]=1[CH3:29])[CH2:5][N:6]1[C:10]([CH3:11])=[C:9]([CH2:12][CH2:13][CH2:14][C:15]2[CH:20]=[CH:19][C:18]([OH:21])=[CH:17][CH:16]=2)[N:8]([CH2:22][CH2:23][CH3:24])[C:7]1=[O:25].Br[C:31]([CH3:38])([CH3:37])[C:32]([O:34][CH2:35][CH3:36])=[O:33].[O-]S([O-])(=O)=O.[Mg+2].C([O-])([O-])=O.[K+].[K+]>C(O)C>[CH2:35]([O:34][C:32](=[O:33])[C:31]([O:21][C:18]1[CH:17]=[CH:16][C:15]([CH2:14][CH2:13][CH2:12][C:9]2[N:8]([CH2:22][CH2:23][CH3:24])[C:7](=[O:25])[N:6]([CH2:5][C:4]3[CH:26]=[CH:27][C:28]([CH3:29])=[C:2]([CH3:1])[CH:3]=3)[C:10]=2[CH3:11])=[CH:20][CH:19]=1)([CH3:38])[CH3:37])[CH3:36] |f:2.3,4.5.6|. Yields the product C(C)OC(C(C)(C)OC1=CC=C(C=C1)CCCC=1N(C(N(C1C)CC1=CC(=C(C=C1)C)C)=O)CCC)=O (2-(4-{3-[1-(3,4-dimethyl-benzyl)-5-methyl-2-oxo-3-propyl-2,3-dihydro-1H-imidazol-4-yl]-propyl}-phenoxy)-2-methyl-propionic acid ethyl ester). Conditions: temperature 75 celsius. Run in C(C)O (ethanol). Starting materials: CC=1C=C(CN2C(N(C(=C2C)CCCC2=CC=C(C=C2)O)CCC)=O)C=CC1C (1-(3,4-dimethyl-benzyl)-4-[3-(4-hydroxy-phenyl)-propyl]-5-methyl-3-propyl-1,3-dihydro-imidazol-2-one), C(=O)([O-])[O-].[K+].[K+] (K2CO3), BrC(C(=O)OCC)(C)C (ethyl 2-bromoisobutyrate), [O-]S(=O)(=O)[O-].[Mg+2] (MgSO4). Procedure details: The crude 1-(3,4-dimethyl-benzyl)-4-[3-(4-hydroxy-phenyl)-propyl]-5-methyl-3-propyl-1,3-dihydro-imidazol-2-one (0.169 g) was combined with ethyl 2-bromoisobutyrate (0.366 g, 1.87 mmol), MgSO4 (0.043 g, 0.357 mmol) and 325 mesh K2CO3 (0.197 g, 1.43 mmol) in ethanol (8 mL) and heated a 75° C. for 16 h under N2. The reaction was cooled and the solvent removed in vacuo. The residue was acidified with 1 N HCl (10 mL) and extracted with EtOAc and water. The organic layer was dried (MgSO4), and the sol... Reactants: Cc1nc(Br)n2c1c(C)nc1ccc(F)cc12, Cc1ccccc1B(O)O, [K+], [K+], O=C([O-])[O-], c1ccc(P(c2ccccc2)(c2ccccc2)[Pd](P(c2ccccc2)(c2ccccc2)c2ccccc2)(P(c2ccccc2)(c2ccccc2)c2ccccc2)P(c2ccccc2)(c2ccccc2)c2ccccc2)cc1. Product: Cc1ccccc1-c1nc(C)c2c(C)nc3ccc(F)cc3n12. Reaction SMILES: [Br:1][c:2]1[n:3][c:4]([CH3:17])[c:5]2[n:6]1[c:7]1[cH:8][c:9]([F:16])[cH:10][cH:11][c:12]1[n:13][c:14]2[CH3:15].[CH3:18][c:19]1[c:20]([B:25]([OH:26])[OH:27])[cH:21][cH:22][cH:23][cH:24]1.[K+:28].[K+:29].[O-:30][C:31]([O-:32])=[O:33].[cH:34]1[cH:35][cH:36][c:37]([P:38]([Pd:39]([P:40]([c:41]2[cH:42][cH:43][cH:44][cH:45][cH:46]2)([c:47]2[cH:48][cH:49][cH:50][cH:51][cH:52]2)[c:53]2[cH:54][cH:55][cH:56][cH:57][cH:58]2)([P:59]([c:60]2[cH:61][cH:62][cH:63][cH:64][cH:65]2)([c:66]2[cH:67][cH:68][cH:69][cH:70][cH:71]2)[c:72]2[cH:73][cH:74][cH:75][cH:76][cH:77]2)[P:78]([c:79]2[cH:80][cH:81][cH:82][cH:83][cH:84]2)([c:85]2[cH:86][cH:87][cH:88][cH:89][cH:90]2)[c:91]2[cH:92][cH:93][cH:94][cH:95][cH:96]2)([c:97]2[cH:98][cH:99][cH:100][cH:101][cH:102]2)[c:103]2[cH:104][cH:105][cH:106][cH:107][cH:108]2)[cH:109][cH:110]1>>[c:2]1(-[c:20]2[c:19]([CH3:18])[cH:24][cH:23][cH:22][cH:21]2)[n:3][c:4]([CH3:17])[c:5]2[n:6]1[c:7]1[cH:8][c:9]([F:16])[cH:10][cH:11][c:12]1[n:13][c:14]2[CH3:15].